Dataset: the Open Reaction Database (ORD), a public repository of structured organic reaction records. Task: describe an organic reaction: reactants, conditions, products, and yield The reactants are C(C)OC(=O)C=1C(=NC(=NC1)C1=CC=C(C=C1)C(F)(F)F)C(F)(F)F (4-trifluoromethyl-2-(4-trifluoromethyl-phenyl)-pyrimidine-5-carboxylic acid ethyl ester), 26C, oxim, FC(C1=NC(=NC=C1C(=O)O)C1=CC=C(C=C1)C(F)(F)F)(F)F (4-trifluoromethyl-2-(4-trifluoromethyl-phenyl)-pyrimidine-5-carboxylic acid), C(C)OC(C(C)(C)OC1=CC(=C(C=C1)CN)Cl)=O (2-(4-aminomethyl-3-chloro-phenoxy)-2-methyl-propionic acid ethyl ester), ClC1=C(C=O)C=CC(=C1)O (2-chloro-4-hydroxy-benzaldehyde), C(C)CC(C(=O)[O-])(C)Br (ethyl-bromoisobutyrate), 97B. The product is C(C)OC(C(C)(C)OC1=CC(=C(C=C1)CNC(=O)C=1C(=NC(=NC1)C1=CC=C(C=C1)C(F)(F)F)C(F)(F)F)Cl)=O (2-[3-chloro-4-({[4-trifluoromethyl-2-(4-trifluoromethyl-phenyl)-pyrimidine-5-carbonyl]-amino}-methyl)-phenoxy]-2-methyl-propionic acid ethyl ester). Reaction SMILES: [CH2:1]([O:3][C:4](=[O:18])[C:5]([O:8][C:9]1[CH:14]=[CH:13][C:12]([CH2:15][NH2:16])=[C:11]([Cl:17])[CH:10]=1)([CH3:7])[CH3:6])[CH3:2].ClC1C=C(O)C=CC=1C=O.C(CC(Br)(C)C([O-])=O)C.[F:38][C:39]([F:60])([F:59])[C:40]1[C:45]([C:46](O)=[O:47])=[CH:44][N:43]=[C:42]([C:49]2[CH:54]=[CH:53][C:52]([C:55]([F:58])([F:57])[F:56])=[CH:51][CH:50]=2)[N:41]=1.C(OC(C1C(C(F)(F)F)=NC(C2C=CC(C(F)(F)F)=CC=2)=NC=1)=O)C>>[CH2:1]([O:3][C:4](=[O:18])[C:5]([O:8][C:9]1[CH:14]=[CH:13][C:12]([CH2:15][NH:16][C:46]([C:45]2[C:40]([C:39]([F:60])([F:38])[F:59])=[N:41][C:42]([C:49]3[CH:50]=[CH:51][C:52]([C:55]([F:57])([F:58])[F:56])=[CH:53][CH:54]=3)=[N:43][CH:44]=2)=[O:47])=[C:11]([Cl:17])[CH:10]=1)([CH3:7])[CH3:6])[CH3:2]. Procedure details: In analogy to the procedures described in example 26B] and 26C], 2-(4-aminomethyl-3-chloro-phenoxy)-2-methyl-propionic acid ethyl ester (prepared from 2-chloro-4-hydroxy-benzaldehyde by reaction with ethyl-bromoisobutyrate as described in example 52A] followed by oxim formation and reduction as described in examples 97A] and 97B]) was reacted with 4-trifluoromethyl-2-(4-trifluoromethyl-phenyl)-pyrimidine-5-carboxylic acid (prepared by saponification from 4-trifluoromethyl-2-(4-trifluoromethyl-ph...